Dataset: the Open Reaction Database (ORD), a public repository of structured organic reaction records. Task: describe an organic reaction: reactants, conditions, products, and yield Starting materials: O[C@H]1C[C@@H]2CC[C@H]3[C@@H]4CC[C@H](C(C)=O)[C@]4(CC([C@@H]3[C@]2(C[C@@H]1C)C)=O)C (3α-hydroxy-2β-methyl-5α-pregnane-11,20-dione), BrBr (bromine). Run in CO (methanol), CO (methanol). Yields the product BrCC([C@H]1CC[C@H]2[C@@H]3CC[C@H]4C[C@@H]([C@@H](C[C@]4(C)[C@H]3C(C[C@]12C)=O)C)O)=O (21-Bromo-3α-hydroxy-2α-methyl-5α-pregnane-11,20-dione). As a reaction SMILES: [OH:1][C@@H:2]1[C@@H:21]([CH3:22])[CH2:20][C@@:19]2([CH3:23])[C@@H:4]([CH2:5][CH2:6][C@@H:7]3[C@@H:18]2[C:17](=[O:24])[CH2:16][C@@:15]2([CH3:25])[C@H:8]3[CH2:9][CH2:10][C@@H:11]2[C:12](=[O:14])[CH3:13])[CH2:3]1.[Br:26]Br>CO>[Br:26][CH2:13][C:12](=[O:14])[C@@H:11]1[C@:15]2([CH3:25])[C@H:8]([C@H:7]3[C@H:18]([C:17](=[O:24])[CH2:16]2)[C@:19]2([CH3:23])[C@H:4]([CH2:3][C@H:2]([OH:1])[C@H:21]([CH3:22])[CH2:20]2)[CH2:5][CH2:6]3)[CH2:9][CH2:10]1. Reported procedure: A solution of 3α-hydroxy-2β-methyl-5α-pregnane-11,20-dione (1.04 g.) in dry methanol (150 ml) was stirred at 0°-5° during the dropwise addition of a solution of bromine (0.16 ml) in dry methanol (20 ml) over a period of 2.5 hours. The reaction mixture was partitioned between ethyl acetate and water and the organic layer was separated, washed with water, dried (MgSO4) and evaporated to a white foam. Purification by preparative t.l.c. (ethyl acetate:benzene 1:2.5) gave the title compound (510 mg.)...